From a dataset of the Open Reaction Database (ORD), a public repository of structured organic reaction records. describe an organic reaction: reactants, conditions, products, and yield Reactants: CC(c1ccc(Br)cc1)N1CCC(CC(C)(C)O)(c2ccccc2)OC1=O, O=C([O-])[O-], C1COCCO1, COc1cc(B2OC(C)(C)C(C)(C)O2)ccn1, [Na+], [Na+]. The product is COc1cc(-c2ccc(C(C)N3CCC(CC(C)(C)O)(c4ccccc4)OC3=O)cc2)ccn1. As a reaction SMILES: [Br:1][c:2]1[cH:3][cH:4][c:5]([CH:8]([CH3:9])[N:10]2[C:11](=[O:27])[O:12][C:13]([c:16]3[cH:17][cH:18][cH:19][cH:20][cH:21]3)([CH2:22][C:23]([CH3:24])([CH3:25])[OH:26])[CH2:14][CH2:15]2)[cH:6][cH:7]1.[C:45](=[O:46])([O-:47])[O-:48].[CH2:51]1[O:52][CH2:53][CH2:54][O:55][CH2:56]1.[CH3:28][O:29][c:30]1[n:31][cH:32][cH:33][c:34]([B:36]2[O:37][C:38]([CH3:39])([CH3:40])[C:41]([CH3:42])([CH3:43])[O:44]2)[cH:35]1.[Na+:49].[Na+:50]>>[c:2]1(-[c:34]2[cH:33][cH:32][n:31][c:30]([O:29][CH3:28])[cH:35]2)[cH:3][cH:4][c:5]([CH:8]([CH3:9])[N:10]2[C:11](=[O:27])[O:12][C:13]([c:16]3[cH:17][cH:18][cH:19][cH:20][cH:21]3)([CH2:22][C:23]([CH3:24])([CH3:25])[OH:26])[CH2:14][CH2:15]2)[cH:6][cH:7]1. The reactants are COC(=O)Cc1ccc(C#Cc2cc(C3CC3)c3c(c2)C(C)(C)CC2(CC2)O3)cc1F, CO, ClCCl, [Na+], [OH-]. Yields the product CC1(C)CC2(CC2)Oc2c(C3CC3)cc(C#Cc3ccc(CC(=O)O)c(F)c3)cc21. As a reaction SMILES: [CH3:1][O:2][C:3]([CH2:4][c:5]1[c:6]([F:30])[cH:7][c:8]([C:11]#[C:12][c:13]2[cH:14][c:15]([CH:27]3[CH2:28][CH2:29]3)[c:16]3[c:17]([cH:26]2)[C:18]([CH3:24])([CH3:25])[CH2:19][C:20]2([O:21]3)[CH2:22][CH2:23]2)[cH:9][cH:10]1)=[O:31].[CH3:32][OH:33].[Cl:36][CH2:37][Cl:38].[Na+:35].[OH-:34]>>[O:2]=[C:3]([CH2:4][c:5]1[c:6]([F:30])[cH:7][c:8]([C:11]#[C:12][c:13]2[cH:14][c:15]([CH:27]3[CH2:28][CH2:29]3)[c:16]3[c:17]([cH:26]2)[C:18]([CH3:24])([CH3:25])[CH2:19][C:20]2([O:21]3)[CH2:22][CH2:23]2)[cH:9][cH:10]1)[OH:31].